This data is from the Open Reaction Database (ORD), a public repository of structured organic reaction records. The task is: describe an organic reaction: reactants, conditions, products, and yield The reactants are S(=O)(=O)(C1=CC=C(C)C=C1)NN=CC=CC1=CC=CC=C1 (Cinnamaldehyde tosyl hydrazone), solution, N(=O)[O-].[Na+] (sodium nitrite), ClC=1C=C(N)C=CC1 (3-chloroaniline). The solvent is N1=CC=CC=C1 (pyridine), O (water), Cl (hydrochloric acid), C(C)O (ethanol). Run at temperature 0 celsius. Product: ClC=1C=C(C=CC1)N1NNC(=N1)C=CC1=CC=CC=C1 (3-(3-Chloro-phenyl)-5-styryl-2H-tetrazole). Isolated yield 19.0%. Reaction SMILES: [N:1]([O-])=O.[Na+].[Cl:5][C:6]1[CH:7]=[C:8]([CH:10]=[CH:11][CH:12]=1)[NH2:9].S([NH:23][N:24]=[CH:25][CH:26]=[CH:27][C:28]1[CH:33]=[CH:32][CH:31]=[CH:30][CH:29]=1)(C1C=CC(C)=CC=1)(=O)=O>O.Cl.C(O)C.N1C=CC=CC=1>[Cl:5][C:6]1[CH:7]=[C:8]([N:9]2[N:1]=[C:25]([CH:26]=[CH:27][C:28]3[CH:33]=[CH:32][CH:31]=[CH:30][CH:29]=3)[NH:24][NH:23]2)[CH:10]=[CH:11][CH:12]=1 |f:0.1|. Reported procedure: An aqueous (5 mL) solution of sodium nitrite (540.9 mg, 7.839 mmol) was added to a solution of 3-chloroaniline in water (7 mL), concentrated hydrochloric acid (3 mL) and ethanol (7 mL) via dropping funnel. The reaction was allowed to stir at 0° C. for ten minutes. This solution was poured into a dropping funnel and ice was added. This was added dropwise to a solution of the product obtained in example 9.1 (2.3 g, 7.7 mmol) in pyridine (20 mL). This was allowed to stir overnight. An aqueous worku... Reactants: ClC1=CC(=C(C=C1)C1=CC=CC=C1)CCC#N (3-(4-chlorobiphenyl-2-yl)propanenitrile), [OH-].[Na+] (NaOH), C(C)O (ethanol). Solvent: O (water). Yields the product ClC1=CC(=C(C=C1)C1=CC=CC=C1)CCC(=O)O (3-(4-Chlorobiphenyl-2-yl)propanoic acid). The yield is 56.6%. As a reaction SMILES: [Cl:1][C:2]1[CH:7]=[CH:6][C:5]([C:8]2[CH:13]=[CH:12][CH:11]=[CH:10][CH:9]=2)=[C:4]([CH2:14]CC#N)[CH:3]=1.[OH-:18].[Na+].[CH2:20]([OH:22])[CH3:21]>O>[Cl:1][C:2]1[CH:7]=[CH:6][C:5]([C:8]2[CH:13]=[CH:12][CH:11]=[CH:10][CH:9]=2)=[C:4]([CH2:14][CH2:21][C:20]([OH:18])=[O:22])[CH:3]=1 |f:1.2|. Reported procedure: A mixture composed of 280 mg (1.16 mmol) of 3-(4-chlorobiphenyl-2-yl)propanenitrile prepared in Example 53, 138 mg (3.475 mmol) of NaOH, 4 ml of ethanol and 4 ml water is refluxed for 6 hours. After cooling, the ethanol is concentrated under vacuum. 16 ml of water are then added and the mixture is washed with ethyl ether (2×20 ml), followed by acidification of the aqueous phase with 16% HCl. The resulting mixture is extracted with dichloromethane and the extracts are then dried over sodium sulfa...